From a dataset of the Open Reaction Database (ORD), a public repository of structured organic reaction records. describe an organic reaction: reactants, conditions, products, and yield Starting materials: [H][H] (hydrogen), FC1=C(C(=CC(=C1)[C@@H]1CC[C@H](CC1)CCCCC)F)[N+](=O)[O-] (2,6-difluoro-4-(trans-4-pentylcyclohexyl)-nitrobenzene), C(C)(C)O (isopropanol), O (water). The reagents and catalysts are O=[Pt]=O (PtO2). Run at time 30 minute. Yields the product FC1=C(C(=CC(=C1)[C@@H]1CC[C@H](CC1)CCCCC)F)OC (2,6-difluoro-4-(trans-4-pentylcyclohexyl)-anisole). As a reaction SMILES: [F:1][C:2]1[CH:7]=[C:6]([C@H:8]2[CH2:13][CH2:12][C@H:11]([CH2:14][CH2:15][CH2:16][CH2:17][CH3:18])[CH2:10][CH2:9]2)[CH:5]=[C:4]([F:19])[C:3]=1[N+]([O-])=O.[H][H].O.[CH:26]([OH:29])(C)C>O=[Pt]=O>[F:1][C:2]1[CH:7]=[C:6]([C@H:8]2[CH2:13][CH2:12][C@H:11]([CH2:14][CH2:15][CH2:16][CH2:17][CH3:18])[CH2:10][CH2:9]2)[CH:5]=[C:4]([F:19])[C:3]=1[O:29][CH3:26]. Reported procedure: 31.1 g of 2,6-difluoro-4-(trans-4-pentylcyclohexyl)-nitrobenzene is dissolved in 450 ml of isopropanol and hydrogenated over 0.5 g of PtO2 at 20° and under normal pressure until the calculated quantity of hydrogen has been taken up. The solution is filtered and evaporated. The resulting crude, 2,6-difluoro-4-(trans-4-pentylcyclohexyl)-aniline is dissolved in a mixture of 25 ml of concentrated sulfuric acid, 75 ml of dioxane and 75 ml of water and is diazotized at 3° to 6° with a solution of 8 g ... Starting materials: O=C=Nc1ccc(Br)c(C(F)(F)F)c1, Nc1ccc(Br)c(C(F)(F)F)c1, Nc1ccc(OC2(C(=O)NCCN3CCOCC3)C=CC=CN2)cc1. Yields the product NC(N)=O, Nc1ccc(OC2(C(=O)NCCN3CCOCC3)C=CC=CN2)cc1. RXN SMILES: [Br:13][c:14]1[cH:15][cH:16][c:17]([N:20]=[C:21]=[O:22])[cH:18][c:19]1[C:23]([F:24])([F:25])[F:26].[Br:1][c:2]1[cH:3][cH:4][c:5]([NH2:6])[cH:7][c:8]1[C:9]([F:10])([F:11])[F:12].[O:27]1[CH2:28][CH2:29][N:30]([CH2:33][CH2:34][NH:35][C:36](=[O:37])[C:38]2([O:44][c:45]3[cH:46][cH:47][c:48]([NH2:49])[cH:50][cH:51]3)[NH:39][CH:40]=[CH:41][CH:42]=[CH:43]2)[CH2:31][CH2:32]1>>[NH2:6][C:21]([NH2:20])=[O:22].[O:27]1[CH2:28][CH2:29][N:30]([CH2:33][CH2:34][NH:35][C:36](=[O:37])[C:38]2([O:44][c:45]3[cH:46][cH:47][c:48]([NH2:49])[cH:50][cH:51]3)[NH:39][CH:40]=[CH:41][CH:42]=[CH:43]2)[CH2:31][CH2:32]1. Reactants: BrC1=CC2=NC(=CC=C2N1CC1=CC(=CC(=C1)Cl)CO[Si](C1=CC=CC=C1)(C1=CC=CC=C1)C(C)(C)C)Cl (2-Bromo-1-[3-({[tert-butyl(diphenyl)silyl]oxy}methyl)-5-chlorobenzyl]-5-chloro-1H-pyrrolo[3,2-b]pyridine), O1C(CCCC1)N1N=CC=C1B1OC(C(O1)(C)C)(C)C (1-(tetrahydro-2H-pyran-2-yl)-5-(4,4,5,5-tetramethyl-1,3,2-dioxaborolan-2-yl)-1H-pyrazole), C(=O)([O-])[O-].[Na+].[Na+] (Na2CO3), O1C(CCCC1)N1N=CC=C1B1OC(C(O1)(C)C)(C)C (1-(tetrahydro-2H-pyran-2-yl)-5-(4,4,5,5-tetramethyl-1,3,2-dioxaborolan-2-yl)-1H-pyrazole). The reagents and catalysts are C=1C=CC(=CC1)[P](C=2C=CC=CC2)(C=3C=CC=CC3)[Pd]([P](C=4C=CC=CC4)(C=5C=CC=CC5)C=6C=CC=CC6)([P](C=7C=CC=CC7)(C=8C=CC=CC8)C=9C=CC=CC9)[P](C=1C=CC=CC1)(C=1C=CC=CC1)C=1C=CC=CC1 (Tetrakis(triphenylphosphine)palladium(0)), C=1C=CC(=CC1)[P](C=2C=CC=CC2)(C=3C=CC=CC3)[Pd]([P](C=4C=CC=CC4)(C=5C=CC=CC5)C=6C=CC=CC6)([P](C=7C=CC=CC7)(C=8C=CC=CC8)C=9C=CC=CC9)[P](C=1C=CC=CC1)(C=1C=CC=CC1)C=1C=CC=CC1 (tetrakis(triphenylphosphine)palladium(0)). Solvent: O (water), COCCOC (1,2-dimethoxyethane), O (Water). Product: [Si](C1=CC=CC=C1)(C1=CC=CC=C1)(C(C)(C)C)OCC=1C=C(CN2C(=CC3=NC(=CC=C32)Cl)C3=CC=NN3C3OCCCC3)C=C(C1)Cl (1-[3-({[tert-Butyl(diphenyl)silyl]oxy}methyl)-5-chlorobenzyl]-5-chloro-2-[1-(tetrahydro-2H-pyran-2-yl)-1H-pyrazol-5-yl]-1H-pyrrolo[3,2-b]pyridine). RXN SMILES: Br[C:2]1[N:10]([CH2:11][C:12]2[CH:17]=[C:16]([Cl:18])[CH:15]=[C:14]([CH2:19][O:20][Si:21]([C:34]([CH3:37])([CH3:36])[CH3:35])([C:28]3[CH:33]=[CH:32][CH:31]=[CH:30][CH:29]=3)[C:22]3[CH:27]=[CH:26][CH:25]=[CH:24][CH:23]=3)[CH:13]=2)[C:9]2[C:4](=[N:5][C:6]([Cl:38])=[CH:7][CH:8]=2)[CH:3]=1.[O:39]1[CH2:44][CH2:43][CH2:42][CH2:41][CH:40]1[N:45]1[C:49](B2OC(C)(C)C(C)(C)O2)=[CH:48][CH:47]=[N:46]1.C([O-])([O-])=O.[Na+].[Na+]>COCCOC.O.C1C=CC([P]([Pd]([P](C2C=CC=CC=2)(C2C=CC=CC=2)C2C=CC=CC=2)([P](C2C=CC=CC=2)(C2C=CC=CC=2)C2C=CC=CC=2)[P](C2C=CC=CC=2)(C2C=CC=CC=2)C2C=CC=CC=2)(C2C=CC=CC=2)C2C=CC=CC=2)=CC=1>[Si:21]([O:20][CH2:19][C:14]1[CH:13]=[C:12]([CH:17]=[C:16]([Cl:18])[CH:15]=1)[CH2:11][N:10]1[C:9]2[C:4](=[N:5][C:6]([Cl:38])=[CH:7][CH:8]=2)[CH:3]=[C:2]1[C:49]1[N:45]([CH:40]2[CH2:41][CH2:42][CH2:43][CH2:44][O:39]2)[N:46]=[CH:47][CH:48]=1)([C:34]([CH3:37])([CH3:36])[CH3:35])([C:28]1[CH:33]=[CH:32][CH:31]=[CH:30][CH:29]=1)[C:22]1[CH:27]=[CH:26][CH:25]=[CH:24][CH:23]=1 |f:2.3.4,^1:75,77,96,115|. Procedure details: Tetrakis(triphenylphosphine)palladium(0) (0.65 g, 0.56 mmol, Strem) was added to a degassed mixture of 2-bromo-1-[3-({[tert-butyl(diphenyl)silyl]oxy}methyl)-5-chlorobenzyl]-5-chloro-1H-pyrrolo[3,2-b]pyridine (3.5 g, 5.6 mmol, from Step 1), 1-(tetrahydro-2H-pyran-2-yl)-5-(4,4,5,5-tetramethyl-1,3,2-dioxaborolan-2-yl)-1H-pyrazole (2.5 g, 9.0 mmol, Aldrich) and Na2CO3 (3.0 g, 28 mmol) in 1,2-dimethoxyethane (60 mL) and Water (10 mL). The mixture was heated at reflux for 2 hours. Additional 1-(tetrah... Starting materials: BrC1=C(N=C2N1C=CC=C2OCC2=C(C(=CC=C2Cl)N(C(CNC(CN2CCSCC2)=O)=O)C)Cl)C (3-bromo-8-[2,6-dichloro-3-[N-methyl-N-[(thiomorpholinoacetyl)glycyl]amino]benzyloxy]-2-methylimidazo[1,2-a]pyridine), ClC1=CC(=CC=C1)C(=O)OO (m-chloroperbenzoic acid). Solvent: C(Cl)Cl (methylene chloride). Reaction conditions: time 1 hour. The product is BrC1=C(N=C2N1C=CC=C2OCC2=C(C(=CC=C2Cl)N(C(CNC(CN2CCS(CC2)=O)=O)=O)C)Cl)C (3-bromo-8-[2,6-dichloro-3-[N-methyl-N-[[(1-oxothiomorpholino)acetyl]glycyl]amino]benzyloxy]-2-methylimidazo[1,2-a]-pyridine). Yield: 46.8%. RXN SMILES: [Br:1][C:2]1[N:6]2[CH:7]=[CH:8][CH:9]=[C:10]([O:11][CH2:12][C:13]3[C:18]([Cl:19])=[CH:17][CH:16]=[C:15]([N:20]([CH3:34])[C:21](=[O:33])[CH2:22][NH:23][C:24](=[O:32])[CH2:25][N:26]4[CH2:31][CH2:30][S:29][CH2:28][CH2:27]4)[C:14]=3[Cl:35])[C:5]2=[N:4][C:3]=1[CH3:36].ClC1C=CC=C(C(OO)=[O:45])C=1>C(Cl)Cl>[Br:1][C:2]1[N:6]2[CH:7]=[CH:8][CH:9]=[C:10]([O:11][CH2:12][C:13]3[C:18]([Cl:19])=[CH:17][CH:16]=[C:15]([N:20]([CH3:34])[C:21](=[O:33])[CH2:22][NH:23][C:24](=[O:32])[CH2:25][N:26]4[CH2:27][CH2:28][S:29](=[O:45])[CH2:30][CH2:31]4)[C:14]=3[Cl:35])[C:5]2=[N:4][C:3]=1[CH3:36]. Procedure: To a solution of 3-bromo-8-[2,6-dichloro-3-[N-methyl-N-[(thiomorpholinoacetyl)glycyl]amino]benzyloxy]-2-methylimidazo[1,2-a]pyridine (200 mg) in methylene chloride (2 ml) was added m-chloroperbenzoic acid (80% purity, 76 mg) under ice-bath cooling, and the mixture was stirred for 1 hour at the same temperature. The reaction mixture was washed with water twice and brine, dried over magnesium sulfate, and concentrated in vacuo. The residue was purified by preparative thin layer chromatography (met... The reactants are [Br-], CCCCOCCCC, C1CCOC1, C[Mg+], [Cl-], CC(C#N)(c1cccc(F)c1)N1CCC(Nc2ncnc3sc4c(c23)CCCC4)CC1, [NH4+]. Yields the product CC(C)(c1cccc(F)c1)N1CCC(Nc2ncnc3sc4c(c23)CCCC4)CC1. As a reaction SMILES: [Br-:32].[CH2:35]([O:36][CH2:37][CH2:38][CH2:39][CH3:40])[CH2:41][CH2:42][CH3:43].[CH2:46]1[O:47][CH2:48][CH2:49][CH2:50]1.[CH3:33][Mg+:34].[Cl-:44].[F:1][c:2]1[cH:3][c:4]([C:8]([C:9]#[N:10])([CH3:11])[N:12]2[CH2:13][CH2:14][CH:15]([NH:18][c:19]3[c:20]4[c:21]([n:22][cH:23][n:24]3)[s:25][c:26]3[c:27]4[CH2:28][CH2:29][CH2:30][CH2:31]3)[CH2:16][CH2:17]2)[cH:5][cH:6][cH:7]1.[NH4+:45]>>[F:1][c:2]1[cH:3][c:4]([C:8]([CH3:9])([CH3:11])[N:12]2[CH2:13][CH2:14][CH:15]([NH:18][c:19]3[c:20]4[c:21]([n:22][cH:23][n:24]3)[s:25][c:26]3[c:27]4[CH2:28][CH2:29][CH2:30][CH2:31]3)[CH2:16][CH2:17]2)[cH:5][cH:6][cH:7]1. Starting materials: COCCN, O=C(Nc1nc2cc(C(F)(F)F)cc(Cl)n2n1)c1cccnc1. Product: COCCNc1cc(C(F)(F)F)cc2nc(NC(=O)c3cccnc3)nn12. As a reaction SMILES: [CH3:24][O:25][CH2:26][CH2:27][NH2:28].[Cl:1][c:2]1[cH:3][c:4]([C:20]([F:21])([F:22])[F:23])[cH:5][c:6]2[n:7]1[n:8][c:9]([NH:11][C:12]([c:13]1[cH:14][n:15][cH:16][cH:17][cH:18]1)=[O:19])[n:10]2>>[c:2]1([NH:28][CH2:27][CH2:26][O:25][CH3:24])[cH:3][c:4]([C:20]([F:21])([F:22])[F:23])[cH:5][c:6]2[n:7]1[n:8][c:9]([NH:11][C:12]([c:13]1[cH:14][n:15][cH:16][cH:17][cH:18]1)=[O:19])[n:10]2. The reactants are aqueous solution, CN (methylamine), NC=1C(=CC(=C(C1)N1C=C(C(C2=CC(=C(C(=C12)Cl)F)F)=O)C(=O)O)Br)F (1-(5-amino-2-bromo-4-fluorophenyl)-8-chloro-6,7-difluoro-4-oxo-1,4-dihydroquinoline-3-carboxylic acid). Solvent: N1=CC=CC=C1 (pyridine). Reaction conditions: time 2 hour. The product is NC=1C(=CC(=C(C1)N1C=C(C(C2=CC(=C(C(=C12)Cl)NC)F)=O)C(=O)O)Br)F (1-(5-Amino-2-bromo-4-fluorophenyl)-8-chloro-6-fluoro-7-methylamino-4-oxo-1,4-dihydroquinoline-3-carboxylic Acid). RXN SMILES: [CH3:1][NH2:2].[NH2:3][C:4]1[C:5]([F:28])=[CH:6][C:7]([Br:27])=[C:8]([N:10]2[C:19]3[C:14](=[CH:15][C:16]([F:22])=[C:17](F)[C:18]=3[Cl:20])[C:13](=[O:23])[C:12]([C:24]([OH:26])=[O:25])=[CH:11]2)[CH:9]=1>N1C=CC=CC=1>[NH2:3][C:4]1[C:5]([F:28])=[CH:6][C:7]([Br:27])=[C:8]([N:10]2[C:19]3[C:14](=[CH:15][C:16]([F:22])=[C:17]([NH:2][CH3:1])[C:18]=3[Cl:20])[C:13](=[O:23])[C:12]([C:24]([OH:26])=[O:25])=[CH:11]2)[CH:9]=1. Reported procedure: A 40% aqueous solution (60 mg) of methylamine and 1-(5-amino-2-bromo-4-fluorophenyl)-8-chloro-6,7-difluoro-4-oxo-1,4-dihydroquinoline-3-carboxylic acid (60 mg) were added to pyridine (2 ml), and the mixture was stirred at room temperature for 2 hours. After the solvent was distilled off under reduced pressure, a mixed liquid of ethanol and diethyl ether was added to the residue, and solids were collected by filtration to obtain the title compound (46 mg) as a pale brown powder.